Dataset: the Open Reaction Database (ORD), a public repository of structured organic reaction records. Task: describe an organic reaction: reactants, conditions, products, and yield Reactants: Nc1ccnc(Cl)c1, [NH4+], [OH-], O=[N+]([O-])O, O=S(=O)(O)O. Yields the product Nc1ccnc(Cl)c1[N+](=O)[O-]. As a reaction SMILES: [NH2:1][c:2]1[cH:3][c:4]([Cl:8])[n:5][cH:6][cH:7]1.[NH4+:13].[OH-:14].[OH:9][N+:10]([O-:11])=[O:12].[S:15](=[O:16])(=[O:17])([OH:18])[OH:19]>>[NH2:1][c:2]1[c:3]([N+:10](=[O:9])[O-:11])[c:4]([Cl:8])[n:5][cH:6][cH:7]1. The reactants are CC(C)(C)OC(=O)N1CCC(n2cc(Br)c(CO)n2)CC1, COS(=O)(=O)OC, [H-], [Na+], CN(C)C=O. Product: COCc1nn(C2CCN(C(=O)OC(C)(C)C)CC2)cc1Br. RXN SMILES: [Br:3][c:4]1[c:5]([CH2:22][OH:23])[n:6][n:7]([CH:9]2[CH2:10][CH2:11][N:12]([C:15](=[O:16])[O:17][C:18]([CH3:19])([CH3:20])[CH3:21])[CH2:13][CH2:14]2)[cH:8]1.[CH3:24][O:25][S:26]([O:27][CH3:28])(=[O:29])=[O:30].[H-:1].[Na+:2].[O:31]=[CH:32][N:33]([CH3:34])[CH3:35]>>[Br:3][c:4]1[c:5]([CH2:22][O:23][CH3:24])[n:6][n:7]([CH:9]2[CH2:10][CH2:11][N:12]([C:15](=[O:16])[O:17][C:18]([CH3:19])([CH3:20])[CH3:21])[CH2:13][CH2:14]2)[cH:8]1. Reactants: NN1C=NC2=CC=C(C=C2C1(C1=C(C=CC=C1)Cl)O)C(F)(F)F (3-amino-6-trifluoromethyl-3,4-dihydro-4-hydroxy-4-(o-chlorophenyl)quinazoline), C1(C=2C(C(N1CC(=O)Cl)=O)=CC=CC2)=O (α-phthalimidoacetyl chloride). The solvent is N1=CC=CC=C1 (pyridine). The product is ClC1=C(C(=O)C2=C(C=CC(=C2)C(F)(F)F)N(C(CN2C(C3=CC=CC=C3C2=O)=O)=O)C=NNC(CN2C(C3=CC=CC=C3C2=O)=O)=O)C=CC=C1 (1,3-dioxo-2-isoindolineacetic acid, [[N-[2-(o-chlorobenzoyl)-4-(trifluoromethyl)phenyl]-1,3-dioxo-2-isoindolineacetamido]methylene]hydrazide). RXN SMILES: [NH2:1][N:2]1[C:11]([OH:19])([C:12]2[CH:17]=[CH:16][CH:15]=[CH:14][C:13]=2[Cl:18])[C:10]2[C:5](=[CH:6][CH:7]=[C:8]([C:20]([F:23])([F:22])[F:21])[CH:9]=2)[N:4]=[CH:3]1.[C:24]1(=[O:38])[N:28]([CH2:29][C:30](Cl)=[O:31])[C:27](=[O:33])[C:26]2=[CH:34][CH:35]=[CH:36][CH:37]=[C:25]12>N1C=CC=CC=1>[Cl:18][C:13]1[CH:14]=[CH:15][CH:16]=[CH:17][C:12]=1[C:11]([C:10]1[CH:9]=[C:8]([C:20]([F:23])([F:22])[F:21])[CH:7]=[CH:6][C:5]=1[N:4]([CH:3]=[N:2][NH:1][C:30](=[O:31])[CH2:29][N:28]1[C:24](=[O:38])[C:25]2[C:26](=[CH:34][CH:35]=[CH:36][CH:37]=2)[C:27]1=[O:33])[C:30](=[O:31])[CH2:29][N:28]1[C:27](=[O:33])[C:26]2[C:25](=[CH:37][CH:36]=[CH:35][CH:34]=2)[C:24]1=[O:38])=[O:19]. Procedure: In the manner given in Example 1, 3-amino-6-trifluoromethyl-3,4-dihydro-4-hydroxy-4-(o-chlorophenyl)quinazoline with pyridine is reacted with α-phthalimidoacetyl chloride to give 1,3-dioxo-2-isoindolineacetic acid, [[N-[2-(o-chlorobenzoyl)-4-(trifluoromethyl)phenyl]-1,3-dioxo-2-isoindolineacetamido]methylene]hydrazide. The reactants are C1(CC=CC2=NC=C3C=CC=CC3=C12)=O (phenanthridone), C1(=C(C=CC=C1)N)N (o-phenylenediamine), OP(=O)(O)O (H3PO4). Solvent: O (H2O). Reaction conditions: temperature 300 celsius, time 8 hour. Yields the product C1=CC=CC=2C=3C=CC=CC3C=3N(C12)C1=C(N3)C=CC=C1 (benzimidazo-[1,2-f]-phenanthridine). The yield is 57.4%. Reaction SMILES: [C:1]1(=O)[C:14]2[C:5](=[N:6][CH:7]=[C:8]3[C:13]=2[CH:12]=[CH:11][CH:10]=[CH:9]3)[CH:4]=[CH:3][CH2:2]1.[C:16]1(N)[CH:21]=[CH:20][CH:19]=[CH:18][C:17]=1[NH2:22].OP(O)(O)=O>O>[CH:4]1[C:5]2[N:6]3[C:16]4[CH:21]=[CH:20][CH:19]=[CH:18][C:17]=4[N:22]=[C:7]3[C:8]3[CH:9]=[CH:10][CH:11]=[CH:12][C:13]=3[C:14]=2[CH:1]=[CH:2][CH:3]=1. Procedure: 97.6 g (0.5 mol) of phenanthridone, 60 g (0.55 mol) of o-phenylenediamine and 15 g of 85% strength H3PO4 (remainder water) are mixed and fused under nitrogen. The elimination of H2O starts from 200° C. The temperature is gradually raised to 300° C over the course of 6 hours, whilst stirring, and is additionally kept at 300° to 330° C for 8 hours. In the course of this time, about 12 g of H2O have distilled over. A fractional distillation in an oil pump vacuum is then carried out and 77 g (57.5% ... Starting materials: CC(C)(N)c1ncco1, O=C(O)c1ccc(Cl)c(-c2cccc(Cl)c2)n1. Yields the product CC(C)(NC(=O)c1ccc(Cl)c(-c2cccc(Cl)c2)n1)c1ncco1. Reaction SMILES: [CH3:18][C:19]([NH2:20])([c:21]1[o:22][cH:23][cH:24][n:25]1)[CH3:26].[Cl:1][c:2]1[cH:3][cH:4][c:5]([C:15](=[O:16])[OH:17])[n:6][c:7]1-[c:8]1[cH:9][c:10]([Cl:14])[cH:11][cH:12][cH:13]1>>[Cl:1][c:2]1[cH:3][cH:4][c:5]([C:15](=[O:17])[NH:20][C:19]([CH3:18])([c:21]2[o:22][cH:23][cH:24][n:25]2)[CH3:26])[n:6][c:7]1-[c:8]1[cH:9][c:10]([Cl:14])[cH:11][cH:12][cH:13]1. Reactants: CC1=NSC2=C1C=CC(=C2)O (3-methyl-benzo[d]isothiazol-6-ol), [Li+].CC(C)[N-]C(C)C (LDA), C(C)(C)NC(C)C (diisopropylamine), C(CCC)[Li] (n-butyllithium), CC(=CC=O)C (3-methyl-2-butenal), C(O)([O-])=O.[Na+] (sodium hydrogen carbonate). Solvent: C1CCOC1 (THF), C1CCOC1 (THF), C1CCOC1 (THF), CCOCC (ether), C(C)(=O)O (acetic acid). Run at temperature -78 celsius. The product is OC(CC1=NSC2=C1C=CC(=C2)O)C=C(C)C ((RS)-3-(2-hydroxy-4-methyl-pent-3-enyl)-benzo[d]isothiazol-6-ol). RXN SMILES: [CH3:1][C:2]1[C:6]2[CH:7]=[CH:8][C:9]([OH:11])=[CH:10][C:5]=2[S:4][N:3]=1.[Li+].CC([N-]C(C)C)C.C(NC(C)C)(C)C.C([Li])CCC.[CH3:32][C:33]([CH3:37])=[CH:34][CH:35]=[O:36].C(=O)([O-])O.[Na+]>C1COCC1.CCOCC.C(O)(=O)C>[OH:36][CH:35]([CH:34]=[C:33]([CH3:37])[CH3:32])[CH2:1][C:2]1[C:6]2[CH:7]=[CH:8][C:9]([OH:11])=[CH:10][C:5]=2[S:4][N:3]=1 |f:1.2,6.7|. Procedure details: 1.5 g of 3-methyl-benzo[d]isothiazol-6-ol in 26 ml of THF are added to a LDA solution previously prepared from 3.9 ml of diisopropylamine and 16.0 ml of n-butyllithium (1.6M in hexane) in 23 ml of THF and the mixture is stirred at -78° C. 2.5 ml of 3-methyl-2-butenal in 40 ml of THF are added. The reaction mixture is thawed overnight and neutralized with 3.9 ml of acetic acid in 20 ml of ether. The mixture is added to sodium hydrogen carbonate solution, the inorganic phase is extracted with ethy... Reactants: CC(=O)C1=CC=C(C=C1)OCC=C (4-allyloxyacetophenone), COC1=C(C=O)C=CC=C1OC (2,3-dimethoxy-benzaldehyde). Reaction conditions: time 23 hour. Yields the product COC1=C(C=CC=C1OC)C=CC(=O)C1=CC=C(C=C1)OCC=C (2,3-dimethoxy-4′-prop-2-enyloxychalcone). Yield: 90.0%. As a reaction SMILES: [CH3:1][C:2]([C:4]1[CH:9]=[CH:8][C:7]([O:10][CH2:11][CH:12]=[CH2:13])=[CH:6][CH:5]=1)=[O:3].[CH3:14][O:15][C:16]1[C:23]([O:24][CH3:25])=[CH:22][CH:21]=[CH:20][C:17]=1[CH:18]=O>>[CH3:14][O:15][C:16]1[C:23]([O:24][CH3:25])=[CH:22][CH:21]=[CH:20][C:17]=1[CH:18]=[CH:1][C:2]([C:4]1[CH:9]=[CH:8][C:7]([O:10][CH2:11][CH:12]=[CH2:13])=[CH:6][CH:5]=1)=[O:3]. Reported procedure: 1.76 g (10 mmol) of 4-allyloxyacetophenone and 1.66 g (10 mmol) of 2,3-dimethoxy-benzaldehyde were under an inert atmosphere (argon) dissolved in 10 ml of dry freshly distilled ethanol, and 100 mg of sodium hydroxide was added to the solution. The mixture was left under stirring for 23 h and concentrated in vacuo. The crystalline residue was recrystallized from methanol-water to give 2.92 g (90%) of 2,3-dimethoxy-4′-prop-2-enyloxychalcone, m.p. 98-99° C.